Dataset: the Open Reaction Database (ORD), a public repository of structured organic reaction records. Task: describe an organic reaction: reactants, conditions, products, and yield Starting materials: [H-].[Na+] (NaH), N1=CC=C(C=C1)CNC(=O)C1=CC2=NC=CC(=C2S1)Cl (7-chloro-thieno[3,2-b]pyridin-2-carboxylic acid (pyridin-4-ylmethyl)-amide), CN(C)C=O (DMF). The product is CN(C(=O)C1=CC2=NC=CC(=C2S1)Cl)CC1=CC=NC=C1 (7-Chloro-thieno[3,2-b]pyridine-2-carboxylic acid methyl-pyridin-4-ylmethyl-amide). The yield is 23.0%. As a reaction SMILES: [H-].[Na+].[N:3]1[CH:8]=[CH:7][C:6]([CH2:9][NH:10][C:11]([C:13]2[S:21][C:20]3[C:15](=[N:16][CH:17]=[CH:18][C:19]=3[Cl:22])[CH:14]=2)=[O:12])=[CH:5][CH:4]=1.[CH3:23]N(C=O)C>>[CH3:23][N:10]([CH2:9][C:6]1[CH:7]=[CH:8][N:3]=[CH:4][CH:5]=1)[C:11]([C:13]1[S:21][C:20]2[C:15](=[N:16][CH:17]=[CH:18][C:19]=2[Cl:22])[CH:14]=1)=[O:12] |f:0.1|. Reported procedure: NaH (0.244 g, 6.09 mmol) was added to a solution of 7-chloro-thieno[3,2-b]pyridin-2-carboxylic acid (pyridin-4-ylmethyl)-amide (0.616 g, 2.03 mmol, prepared as described in Example 11) in DMF (10 mL). When the effervescence ceased, Mel (0.576 g, 4.06 mmol) was added dropwise. After 3 h the reaction mixture was quenched with saturated aqueous KCN (10 mL). The aqueous layer was extracted with CH2Cl2 (3×10 mL). The combined organic extracts were dried (Na2SO4), and the solvent was removed under red...